This data is from the Open Reaction Database (ORD), a public repository of structured organic reaction records. The task is: describe an organic reaction: reactants, conditions, products, and yield Starting materials: COS(=O)(=O)OC, O=[N+]([O-])c1cn[nH]c1, [Na+], [OH-]. Product: Cn1cc([N+](=O)[O-])cn1. As a reaction SMILES: [CH3:9][O:10][S:11]([O:12][CH3:13])(=[O:14])=[O:15].[N+:1](=[O:2])([O-:3])[c:4]1[cH:5][n:6][nH:7][cH:8]1.[Na+:17].[OH-:16]>>[N+:1](=[O:2])([O-:3])[c:4]1[cH:5][n:6]([CH3:9])[n:7][cH:8]1. The reactants are FC1=C(C=CC(=C1)F)C(=O)C1CC2CCC(C1)N2C ((2,4-difluorophenyl)(8-methyl-8-azabicyclo-[3.2.1]octan-3-yl)methanone), O.NN (hydrazine hydrate). Run in C(C)O (ethanol). Product: FC1=CC=C2C(=NNC2=C1)C1CC2CCC(C1)N2C (3-(6-Fluoro-1H-indazol-3-yl)-8-methyl-8-azabicyclo[3.2.1]octane). The yield is 19.9%. RXN SMILES: F[C:2]1[CH:7]=[C:6]([F:8])[CH:5]=[CH:4][C:3]=1[C:9]([CH:11]1[CH2:17][CH:16]2[N:18]([CH3:19])[CH:13]([CH2:14][CH2:15]2)[CH2:12]1)=O.O.[NH2:21][NH2:22]>C(O)C>[F:8][C:6]1[CH:7]=[C:2]2[C:3]([C:9]([CH:11]3[CH2:17][CH:16]4[N:18]([CH3:19])[CH:13]([CH2:14][CH2:15]4)[CH2:12]3)=[N:21][NH:22]2)=[CH:4][CH:5]=1 |f:1.2|. Reported procedure: A mixture of (2,4-difluorophenyl)(8-methyl-8-azabicyclo-[3.2.1]octan-3-yl)methanone (25.5 g), hydrazine hydrate (21 g) and ethanol (250 ml) was heated at reflux for 16 hours. The reaction mixture was concentrated to an oil on the rotary evaporator. The residue was dissolved in DMF (350 ml) and potassium carbonate (25 g) was added to the mixture which was refluxed for 16 hours. The mixture was cooled, filtered and stripped down in vacuo. The residue was dissolved in hot ethanol to yield 4.96 g of... Reactants: COC1=CC2=C(SC=C2)C=C1 (5-Methoxybenzo[b]thiophene), BrC=1C=CC(=C(C=O)C1)Cl (5-bromo-2-chlorobenzaldehyde). The product is BrC=1C=CC(=C(C1)CC1=CC2=C(S1)C=CC(=C2)OC)Cl (5-Bromo-2-chloro-1-(5-methoxybenzo[b]thiophen-2-ylmethyl)benzene). As a reaction SMILES: [CH3:1][O:2][C:3]1[CH:11]=[CH:10][C:6]2[S:7][CH:8]=[CH:9][C:5]=2[CH:4]=1.[Br:12][C:13]1[CH:14]=[CH:15][C:16]([Cl:21])=[C:17]([CH:20]=1)[CH:18]=O>>[Br:12][C:13]1[CH:14]=[CH:15][C:16]([Cl:21])=[C:17]([CH2:18][C:8]2[S:7][C:6]3[CH:10]=[CH:11][C:3]([O:2][CH3:1])=[CH:4][C:5]=3[CH:9]=2)[CH:20]=1. Procedure details: 5-Methoxybenzo[b]thiophene (see WO 97/25033) and 5-bromo-2-chlorobenzaldehyde obtained in Reference Example 16-(1) were treated in a manner similar to Reference Example 9 to give the target compound. APCI-Mass m/Z 367/369 (M+H). Starting materials: FC1=C(C(=CC=C1)F)B(O)O (2,6-difluorophenyl boronic acid), BrC=1C=C2[C@H]3[C@@H](N4C2=C(C1)CSCC4)CCN(C3)C(=O)OC(C)(C)C (tert-butyl (7bR,11aS)-6-bromo-1,2,7b,10,11,11a-hexahydro-4H-pyrido[4,3-b][1,4]thiazepino[6,5,4-hi]indole-9(8H)-carboxylate). Product: FC1=C(C(=CC=C1)F)C=1C=C2[C@H]3[C@@H](N4C2=C(C1)CSCC4)CCNC3 ((7bR,11aS)-6-(2,6-difluorophenyl)-1,2,7b,8,9,10,11,11a-octahydro-4H-pyrido[4,3-b][1,4]thiazepino[6,5,4-hi]indole). Reaction SMILES: [F:1][C:2]1[CH:7]=[CH:6][CH:5]=[C:4]([F:8])[C:3]=1B(O)O.Br[C:13]1[CH:14]=[C:15]2[C:19]3=[C:20]([CH2:22][S:23][CH2:24][CH2:25][N:18]3[C@H:17]3[CH2:26][CH2:27][N:28](C(OC(C)(C)C)=O)[CH2:29][C@@H:16]23)[CH:21]=1>>[F:1][C:2]1[CH:7]=[CH:6][CH:5]=[C:4]([F:8])[C:3]=1[C:13]1[CH:14]=[C:15]2[C:19]3=[C:20]([CH2:22][S:23][CH2:24][CH2:25][N:18]3[C@H:17]3[CH2:26][CH2:27][NH:28][CH2:29][C@@H:16]23)[CH:21]=1. Procedure details: Using 2,6-difluorophenyl boronic acid and following the procedures described in EXAMPLE 9, tert-butyl (7bR,11aS)-6-bromo-1,2,7b,10,11,11a-hexahydro-4H-pyrido[4,3-b][1,4]thiazepino[6,5,4-hi]indole-9(8H)-carboxylate was converted into the title compound of EXAMPLE 14. 1H NMR (CDCl3, 300 MHz): δ 7.19 (m, 1H), 6.93 (m, 2H), 6.83 (m, 3H), 3.81 (m, 2H), 3.59 (m, 1H), 3.41 (m, 1H), 3.21 (m, 2H), 3.0 (m, 2H), 2.82 (m, 3H), 2.60 (m, 1H), 1.80 (m, 2H). LRMS (ES+): 359 (M+H)+. Reactants: [C@@H]1(C[C@H](O)[C@@H](CO)O1)N1C(=O)NC(=O)C(C)=C1 (thymidine), NC1=NC(=C2N=CNC2=N1)SCC1=CC=CC=C1 (2-Amino-6-benzylmercapto-9H-purine), Purine nucleoside, F[C@H]1C[C@@H](O[C@@H]1CO)N1C(=O)NC(=O)C=C1 (2',3'-dideoxy-3'-fluorouridine), [N-]=[N+]=[N-].[K+] (potassium azide). Run in CO (MeOH), P(=O)([O-])([O-])[O-].[K+].[K+].[K+] (potassium phosphate). Run at temperature 45 celsius, time 2 day. Yields the product NC1=NC(=C2N=CN(C2=N1)[C@H]1C[C@@H]([C@H](O1)CO)F)SCC1=CC=CC=C1 (2-amino-6-benzylmercapto-9-(2,3-dideoxy-3-fluoro-β-D-erythro-pentofuranosyl)-9H-purine). The yield is 21.2%. RXN SMILES: [NH2:1][C:2]1[N:10]=[C:9]2[C:5]([N:6]=[CH:7][NH:8]2)=[C:4]([S:11][CH2:12][C:13]2[CH:18]=[CH:17][CH:16]=[CH:15][CH:14]=2)[N:3]=1.[F:19][C@@H:20]1[C@@H:24]([CH2:25][OH:26])[O:23][C@@H:22](N2C=CC(=O)NC2=O)[CH2:21]1.[N-]=[N+]=[N-].[K+].[C@@H]1(N2C=C(C)C(=O)NC2=O)O[C@H](CO)[C@@H](O)C1>P([O-])([O-])([O-])=O.[K+].[K+].[K+].CO>[NH2:1][C:2]1[N:10]=[C:9]2[C:5]([N:6]=[CH:7][N:8]2[C@@H:22]2[O:23][C@H:24]([CH2:25][OH:26])[C@@H:20]([F:19])[CH2:21]2)=[C:4]([S:11][CH2:12][C:13]2[CH:14]=[CH:15][CH:16]=[CH:17][CH:18]=2)[N:3]=1 |f:2.3,5.6.7.8|. Procedure details: 2-Amino-6-benzylmercapto-9H-purine (0.70 g, 2.7 mmoles) and 2',3'-dideoxy-3'-fluorouridine (0.50 g, 2.2 mmoles) were suspended in 50 ml 10 mM potassium phosphate buffer, pH 6.8, containing 0.04% potassium azide. Purine nucleoside phosphorylase (1120 I.U.) and thymidine phosphorylase (10,000 I.U.) immobilized on DEAE cellulose was added to the reaction and the suspension was stirred at 45° C. After 2 days, 200 ml MeOH was added to the reaction. The reaction was applied to a column containing AG1-...